From a dataset of the Open Reaction Database (ORD), a public repository of structured organic reaction records. describe an organic reaction: reactants, conditions, products, and yield As a reaction SMILES: [Cl:1][C:2]1[CH:3]=[C:4]([CH:16]=[CH:17][C:18]=1[Cl:19])[O:5][CH:6]1[CH2:11][CH2:10][N:9]([CH2:12][C@@H:13]2[CH2:15][O:14]2)[CH2:8][CH2:7]1.[CH3:20][NH2:21]>C(O)C>[Cl:1][C:2]1[CH:3]=[C:4]([CH:16]=[CH:17][C:18]=1[Cl:19])[O:5][CH:6]1[CH2:11][CH2:10][N:9]([CH2:12][C@H:13]([OH:14])[CH2:15][NH:21][CH3:20])[CH2:8][CH2:7]1. The solvent is C(C)O (ethanol). Starting materials: ClC=1C=C(OC2CCN(CC2)C[C@H]2OC2)C=CC1Cl (4-(3,4-dichlorophenoxy)-1-[(2R)-oxiran-2-ylmethyl]piperidine), CN (methylamine). Procedure: A solution of 4-(3,4-dichlorophenoxy)-1-[(2R)-oxiran-2-ylmethyl]piperidine (1 g, 3.31 mmol) and methylamine (2.56 ml 40% in H2O, 33.1 mmol) in ethanol (15 ml) was heated at 60° C. in a sealed vessel for 16 h. The solvent was evaporated at reduced pressure and the residue purified by flash column chromatography eluting with 8% 7M ammonia methanol in dichloromethane to give the title compound (875 mg). The yield is 79.3%. Yields the product ClC=1C=C(OC2CCN(CC2)C[C@@H](CNC)O)C=CC1Cl ((R)-1-[4-(3,4-Dichloro-phenoxy)-piperidin-1-yl]-3-methylamino-propan-2-ol). Starting materials: [N+](=O)(O)[O-] (nitric acid), S(O)(O)(=O)=O (sulfuric acid), FC1=C(C=CC=C1)F (1,2-difluorobenzene). Conditions: temperature -12 celsius, time 45 minute. Yields the product FC=1C=C(C=CC1F)[N+](=O)[O-] (3,4-Difluoronitrobenzene). RXN SMILES: [N+:1]([O-:4])(O)=[O:2].S(=O)(=O)(O)O.[F:10][C:11]1[CH:16]=[CH:15][CH:14]=[CH:13][C:12]=1[F:17]>>[F:10][C:11]1[CH:16]=[C:15]([N+:1]([O-:4])=[O:2])[CH:14]=[CH:13][C:12]=1[F:17]. Reported procedure: This material is prepared as described by R. W. Taft, G. B. Klingensmith, and S. Ehrenson, (J. Am. Chem. Soc., 87, 3620 (1965)). To a stirred mixture of 5.0 ml of concentrated nitric acid and 13.9 ml of concentrated sulfuric acid cooled to -12° C. is added 9.7 g (0.085 mole) of 1,2-difluorobenzene. A slight exotherm is observed and the mixture is cooled to -20° C. whereupon it solidifies. The mixture is stirred for 45 minutes at -5° to 0° and is then allowed to warm slowly to room temperature. A...